From a dataset of the Open Reaction Database (ORD), a public repository of structured organic reaction records. describe an organic reaction: reactants, conditions, products, and yield The reactants are Intermediate I, FC1=C(C(=CC=C1)F)CN ((2,6-difluorophenyl)methanamine), BrC=1C=CC=2N(C1)C=C(N2)C(=O)OCC (ethyl 6-bromoimidazo[1,2-a]pyridine-2-carboxylate). Yields the product BrC=1C=CC=2N(C1)C=C(N2)C(=O)NCC2=C(C=CC=C2F)F (6-Bromo-N-(2,6-difluorobenzyl)imidazo[1,2-a]pyridine-2-carboxamide). RXN SMILES: [F:1][C:2]1[CH:7]=[CH:6][CH:5]=[C:4]([F:8])[C:3]=1[CH2:9][NH2:10].[Br:11][C:12]1[CH:13]=[CH:14][C:15]2[N:16]([CH:18]=[C:19]([C:21](OCC)=[O:22])[N:20]=2)[CH:17]=1>>[Br:11][C:12]1[CH:13]=[CH:14][C:15]2[N:16]([CH:18]=[C:19]([C:21]([NH:10][CH2:9][C:3]3[C:2]([F:1])=[CH:7][CH:6]=[CH:5][C:4]=3[F:8])=[O:22])[N:20]=2)[CH:17]=1. Reported procedure: The title compound was prepared by essentially following the same procedures described for Intermediate I, using (2,6-difluorophenyl)methanamine and ethyl 6-bromoimidazo[1,2-a]pyridine-2-carboxylate as starting materials. Reactants: N(=NC(=O)OCC)C(=O)OCC (diethyl azodicarboxylate), BrCCCC(=O)O (4-bromobutyric acid), C(C1=CC=CC=C1)O (benzyl alcohol), C1(=CC=CC=C1)P(C1=CC=CC=C1)C1=CC=CC=C1 (triphenyl phosphine). The solvent is O1CCCC1 (tetrahydrofuran), O (water). Reaction conditions: time 3 hour. The product is BrCCCC(=O)OCC1=CC=CC=C1 (Benzyl 4-bromobutyrate). The yield is 44.8%. Reaction SMILES: [Br:1][CH2:2][CH2:3][CH2:4][C:5]([OH:7])=[O:6].[CH2:8](O)[C:9]1[CH:14]=[CH:13][CH:12]=[CH:11][CH:10]=1.C1(P(C2C=CC=CC=2)C2C=CC=CC=2)C=CC=CC=1.N(C(OCC)=O)=NC(OCC)=O>O1CCCC1.O>[Br:1][CH2:2][CH2:3][CH2:4][C:5]([O:7][CH2:8][C:9]1[CH:14]=[CH:13][CH:12]=[CH:11][CH:10]=1)=[O:6]. Procedure details: To a mixture of 4-bromobutyric acid (1 g), benzyl alcohol (0.65 g) and triphenyl phosphine (1.57 g) in tetrahydrofuran (12 mL) was added diethyl azodicarboxylate (40% toluene solution, 2.88 mL), and the mixture was stirred at room temperature for 3 hours. The reaction mixture was poured into water, and the resulting mixture was extracted with diethylether. The extract was washed with water and brine, and dried over anhydrous magnesium sulfate. The solvent was removed under reduced pressure, and ... Reactants: OCCN1CCCCC1 (N-(2-hydroxyethyl)piperidine), OC=1C=C2C(=CNC2=CC1)\C=C\1/SC2=C(NC1=O)C=CC=C2 ((Z)-2[(5-hydroxyindol-3-yl)methylene]-2H-1,4-benzothiazin-3(4H)-one), N(=NC(=O)N1CCCCC1)C(=O)N1CCCCC1 (1,1′-(azodicarbonyl)dipiperidine), C(CCC)P(CCCC)CCCC (tributylphosphine). Run in O1CCCC1 (tetrahydrofurane-). Run at time 48 hour. Product: N1(CCCCC1)CCOC=1C=C2C(=CNC2=CC1)\C=C\1/SC2=C(NC1=O)C=CC=C2 ((Z)-2-{{5-[2-(Piperidin-1-yl)ethyloxy]indol-3-yl}methylene}-2H-1,4-benzothiazin-3(4H)-one). The yield is 14.7%. As a reaction SMILES: [OH:1][C:2]1[CH:3]=[C:4]2[C:8](=[CH:9][CH:10]=1)[NH:7][CH:6]=[C:5]2/[CH:11]=[C:12]1\[S:13][C:14]2[CH:22]=[CH:21][CH:20]=[CH:19][C:15]=2[NH:16][C:17]\1=[O:18].N(C(N1CCCCC1)=O)=NC(N1CCCCC1)=O.C(P(CCCC)CCCC)CCC.O[CH2:55][CH2:56][N:57]1[CH2:62][CH2:61][CH2:60][CH2:59][CH2:58]1>O1CCCC1>[N:57]1([CH2:56][CH2:55][O:1][C:2]2[CH:3]=[C:4]3[C:8](=[CH:9][CH:10]=2)[NH:7][CH:6]=[C:5]3/[CH:11]=[C:12]2\[S:13][C:14]3[CH:22]=[CH:21][CH:20]=[CH:19][C:15]=3[NH:16][C:17]\2=[O:18])[CH2:62][CH2:61][CH2:60][CH2:59][CH2:58]1. Reported procedure: To a solution of (Z)-2[(5-hydroxyindol-3-yl)methylene]-2H-1,4-benzothiazin-3(4H)-one (1.00 g, 3.24 mmol) and 1,1′-(azodicarbonyl)dipiperidine (1.23 g, 4.87 mmol) in dry tetrahydrofurane-(40 ml), tributylphosphine (0.98 g, 4.87 mmol) was added under nitrogen atmosphere keeping the mixture at 0–5° C. After 5 min N-(2-hydroxyethyl)piperidine (0.63 g, 4.88 mmol) was added at the same temperature. The cooling bath was removed and the mixture stirred at room temperature for 48 h. Then the solvent was ... Reactants: NCC=1C=CC(=C(C1)C1=NC2=C(N1C(C)C)C(N(C2=O)C2=C(C=CC(=C2)Cl)C)C2=C(C=C(C=C2)Cl)C)OC (5-Amino methyl-2-methoxy-phenyl-5-(5-chloro-2-methyl-phenyl)-6-(4-chloro-2-methyl-phenyl)-1-isopropyl-5,6-dihydro-1H-pyrrolo[3,4-d]imidazole-4-one), TEA, C(C)(=O)OCC(=O)Cl (acetoxyacetyl chloride). Solvent: C1CCOC1 (THF). Run at time 30 minute. The product is ClC1=CC(=C(C=C1)C1N(C(C2=C1N(C(=N2)C=2C=C(CNC(=O)COC(C)=O)C=CC2OC)C(C)C)=O)C2=C(C=CC(=C2)Cl)C)C (Acetic acid {3-[6-(4-chloro-2-methyl-phenyl)-5-(5-chloro-2-methyl-phenyl)-1-isopropyl-4-oxo-1,4,5,6-tetrahydro-pyrrolo[3,4-d]imidazol-2-yl]-4-methoxy-benzylcarbamoyl}-methyl ester). RXN SMILES: [NH2:1][CH2:2][C:3]1[CH:4]=[CH:5][C:6]([O:37][CH3:38])=[C:7]([C:9]2[N:13]([CH:14]([CH3:16])[CH3:15])[C:12]3[CH:17]([C:29]4[CH:34]=[CH:33][C:32]([Cl:35])=[CH:31][C:30]=4[CH3:36])[N:18]([C:21]4[CH:26]=[C:25]([Cl:27])[CH:24]=[CH:23][C:22]=4[CH3:28])[C:19](=[O:20])[C:11]=3[N:10]=2)[CH:8]=1.[C:39]([O:42][CH2:43][C:44](Cl)=[O:45])(=[O:41])[CH3:40]>C1COCC1>[Cl:35][C:32]1[CH:33]=[CH:34][C:29]([CH:17]2[C:12]3[N:13]([CH:14]([CH3:15])[CH3:16])[C:9]([C:7]4[CH:8]=[C:3]([CH:4]=[CH:5][C:6]=4[O:37][CH3:38])[CH2:2][NH:1][C:44]([CH2:43][O:42][C:39](=[O:41])[CH3:40])=[O:45])=[N:10][C:11]=3[C:19](=[O:20])[N:18]2[C:21]2[CH:26]=[C:25]([Cl:27])[CH:24]=[CH:23][C:22]=2[CH3:28])=[C:30]([CH3:36])[CH:31]=1. Reported procedure: The product from example 16 (90 mg, 0.16 mmol) was dissolved in THF (1.6 mL) with TEA (27 μL, 0.20 mmol) and then acetoxyacetyl chloride (19 μL, 0.18 mmol) was added. The reaction mixture was stirred at RT for 30 min. It was then concentrated to give the title compound. tR: 1.24 min (LC-MS 2); ESI-MS: 649.3/651.2 [M+H]+ (LC-MS 2). The reactants are CC1CCC=CCN1C(=O)OCc1ccccc1, O=C(OO)c1cccc(Cl)c1, ClCCl. Yields the product CC1CCC2OC2CN1C(=O)OCc1ccccc1. As a reaction SMILES: [CH2:12]([c:13]1[cH:14][cH:15][cH:16][cH:17][cH:18]1)[O:19][C:20](=[O:21])[N:22]1[CH:23]([CH3:29])[CH2:24][CH2:25][CH:26]=[CH:27][CH2:28]1.[Cl:1][c:2]1[cH:3][cH:4][cH:5][c:6]([C:7]([O:8][OH:10])=[O:9])[cH:11]1.[Cl:30][CH2:31][Cl:32]>>[O:9]1[CH:26]2[CH2:25][CH2:24][CH:23]([CH3:29])[N:22]([C:20]([O:19][CH2:12][c:13]3[cH:14][cH:15][cH:16][cH:17][cH:18]3)=[O:21])[CH2:28][CH:27]12. Yield: 74.0%. The solvent is C(Cl)Cl (DCM). Reaction conditions: time 2 hour. Reported procedure: To a DCM (0.7 mL) solution of (R)-5-(2-(3-chloro-5-fluorophenyl)pyrrolidin-1-yl)pyrazolo[1,5-a]pyrimidin-3-amine (20 mg, 0.06 mmol, prepared as described in the following paragraph), was added CDI (20 mg, 0.12 mmol) at ambient temperature in one portion. After stirring two hours, azetidin-3-ol hydrochloride (20 mg, 0.18 mmol) was added in one portion, followed by addition of DIEA (0.032 mL, 0.18 mmol). The reaction was stirred overnight before it was concentrated and directly purified by reverse... The product is ClC=1C=C(C=C(C1)F)[C@@H]1N(CCC1)C1=NC=2N(C=C1)N=CC2NC(=O)N2CC(C2)O ((R)—N-(5-(2-(3-chloro-5-fluorophenyl)pyrrolidin-1-yl)pyrazolo[1,5-a]pyrimidin-3-yl)-3-hydroxyazetidine-1-carboxamide). As a reaction SMILES: [Cl:1][C:2]1[CH:3]=[C:4]([C@H:9]2[CH2:13][CH2:12][CH2:11][N:10]2[C:14]2[CH:19]=[CH:18][N:17]3[N:20]=[CH:21][C:22]([NH2:23])=[C:16]3[N:15]=2)[CH:5]=[C:6]([F:8])[CH:7]=1.C1N=CN([C:29]([N:31]2[CH:35]=N[CH:33]=[CH:32]2)=[O:30])C=1.Cl.N1CC([OH:41])C1.CCN(C(C)C)C(C)C>C(Cl)Cl>[Cl:1][C:2]1[CH:3]=[C:4]([C@H:9]2[CH2:13][CH2:12][CH2:11][N:10]2[C:14]2[CH:19]=[CH:18][N:17]3[N:20]=[CH:21][C:22]([NH:23][C:29]([N:31]4[CH2:32][CH:33]([OH:41])[CH2:35]4)=[O:30])=[C:16]3[N:15]=2)[CH:5]=[C:6]([F:8])[CH:7]=1 |f:2.3|. The reactants are CCN(C(C)C)C(C)C (DIEA), C1=CN(C=N1)C(=O)N2C=CN=C2 (CDI), Cl.N1CC(C1)O (azetidin-3-ol hydrochloride), ClC=1C=C(C=C(C1)F)[C@@H]1N(CCC1)C1=NC=2N(C=C1)N=CC2N ((R)-5-(2-(3-chloro-5-fluorophenyl)pyrrolidin-1-yl)pyrazolo[1,5-a]pyrimidin-3-amine). The reactants are CCc1ccc(C2CCC(C3CCC4(CC3)OCCO4)CC2)cc1, Cc1ccccc1, O=CO, O. Product: CCc1ccc(C2CCC(C3CCC(=O)CC3)CC2)cc1. Reaction SMILES: [CH2:1]([CH3:2])[c:3]1[cH:4][cH:5][c:6]([CH:9]2[CH2:10][CH2:11][CH:12]([CH:15]3[CH2:16][CH2:17][C:18]4([O:19][CH2:22][CH2:21][O:20]4)[CH2:23][CH2:24]3)[CH2:13][CH2:14]2)[cH:7][cH:8]1.[CH3:29][c:30]1[cH:31][cH:32][cH:33][cH:34][cH:35]1.[CH:25]([OH:26])=[O:27].[OH2:28]>>[CH2:1]([CH3:2])[c:3]1[cH:4][cH:5][c:6]([CH:9]2[CH2:10][CH2:11][CH:12]([CH:15]3[CH2:16][CH2:17][C:18](=[O:19])[CH2:23][CH2:24]3)[CH2:13][CH2:14]2)[cH:7][cH:8]1. The reactants are CN(C)C=O (DMF), C(=O)(OCC1C2=CC=CC=C2C2=CC=CC=C12)NCC(=O)O (FMOC-glycine), C(C)(C)N=C=NC(C)C (diisopropylcarbodiimide). The reagents and catalysts are CN(C1=CC=NC=C1)C (4-dimethylaminopyridine). Solvent: C(Cl)Cl (methylene chloride). Conditions: time 3.5 hour. Yields the product C1=CC=C2C(=C1)C(C3=CC=CC=C32)COC(=O)NCC=O (FMOC-gly-Wang Resin). Reaction SMILES: CN(C=O)C.[C:6]([NH:23][CH2:24][C:25](O)=[O:26])([O:8][CH2:9][CH:10]1[C:22]2[C:17](=[CH:18][CH:19]=[CH:20][CH:21]=2)[C:16]2[C:11]1=[CH:12][CH:13]=[CH:14][CH:15]=2)=[O:7].C(N=C=NC(C)C)(C)C>C(Cl)Cl.CN(C)C1C=CN=CC=1>[CH:13]1[CH:12]=[C:11]2[CH:10]([CH2:9][O:8][C:6]([NH:23][CH2:24][CH:25]=[O:26])=[O:7])[C:22]3[C:17]([C:16]2=[CH:15][CH:14]=1)=[CH:18][CH:19]=[CH:20][CH:21]=3. Procedure details: Wang resin (70 g, 119 mmol, PL-Wang, Polymer Labs, 1.7 mmol/g.) was swollen in 550 mL of methylene chloride and 100 mL of DMF and stirred for 30 min with an overhead stirrer. 71 g (238 mmol) of FMOC-glycine were added, followed by 60 g (476 mmol) of diisopropylcarbodiimide and 2.4 g (19.7 mmol) of 4-dimethylaminopyridine. The reaction was stirred for 3.5 h at room temperature, the resin was filtered, washed with alternating methanol and methylene chloride and dried in a vacuum oven.